From a dataset of the Open Reaction Database (ORD), a public repository of structured organic reaction records. describe an organic reaction: reactants, conditions, products, and yield Reactants: FC1=C(C=CC(=C1)F)N(C(=O)C1=CC=2COC=3C=CC(=CC3C2S1)C(=O)OC)C (methyl 2-((2,4-difluorophenyl)(methyl)carbamoyl)-4H-thieno[3,2-c]chromene-8-carboxylate), [OH-].[Na+] (sodium hydroxide), Cl (hydrochloric acid). Run in C(C)O (ethanol), O1CCCC1 (tetrahydrofuran), O (water). Yields the product FC1=C(C=CC(=C1)F)N(C(=O)C1=CC=2COC=3C=CC(=CC3C2S1)C(=O)O)C (2-((2,4-difluorophenyl)(methyl)carbamoyl)-4H-thieno[3,2-c]chromene-8-carboxylic acid). RXN SMILES: [F:1][C:2]1[CH:7]=[C:6]([F:8])[CH:5]=[CH:4][C:3]=1[N:9]([CH3:29])[C:10]([C:12]1[S:24][C:23]2[C:22]3[CH:21]=[C:20]([C:25]([O:27]C)=[O:26])[CH:19]=[CH:18][C:17]=3[O:16][CH2:15][C:14]=2[CH:13]=1)=[O:11].[OH-].[Na+].Cl>C(O)C.O1CCCC1.O>[F:1][C:2]1[CH:7]=[C:6]([F:8])[CH:5]=[CH:4][C:3]=1[N:9]([CH3:29])[C:10]([C:12]1[S:24][C:23]2[C:22]3[CH:21]=[C:20]([C:25]([OH:27])=[O:26])[CH:19]=[CH:18][C:17]=3[O:16][CH2:15][C:14]=2[CH:13]=1)=[O:11] |f:1.2|. Procedure: A solution of methyl 2-((2,4-difluorophenyl)(methyl)carbamoyl)-4H-thieno[3,2-c]chromene-8-carboxylate, sodium hydroxide (115 mg, 2.9 mmol) in ethanol (20 mL), tetrahydrofuran (20 mL) and water (20 mL) was stirred at room temperature for 16 hr. The reaction mixture was acidified to pH=2 with concentrated hydrochloric acid, and the organic solvents were removed in vacuo. The resulting aqueous solution was extracted with ethylacetate. The collected organic was dried over anhydrous sodium sulfate, f... The reactants are C(C(C)C)=O (isobutyraldehyde), C(C)[Zn]CC (diethylzinc), NO (aminoalcohol), C(C)(=O)OC(C)=O (acetic anhydride), stock solution. The solvent is CCCCCC (hexane), C1(=CC=CC=C1)C (toluene), ClC1=CC=CC=C1 (chlorobenzene). Run at time 48 hour. Yields the product C(C)(=O)OC(C(C)C)CC (3-acetoxy-2-methylpentane). Isolated yield 100.0%. As a reaction SMILES: NO.[CH:3](=[O:7])[CH:4]([CH3:6])[CH3:5].C([Zn][CH2:11][CH3:12])C.[C:13](OC(=O)C)(=[O:15])[CH3:14]>CCCCCC.C1(C)C=CC=CC=1.ClC1C=CC=CC=1>[C:13]([O:7][CH:3]([CH2:11][CH3:12])[CH:4]([CH3:6])[CH3:5])(=[O:15])[CH3:14]. Reported procedure: A vial was charged with aminoalcohol 1 (0.0067 g, 0.023 mmol) prepared as in Example 1. To the vial was added 1.45 mL of a stock solution containing freshly distilled isobutyraldehyde (0.22 g), chlorobenzene internal standard (0.22 g), 1 M diethylzinc in hexane (6.0 mL), and toluene (3.0 mL). After 48 h, acetic anhydride (0.200 mL) was added. After an additional 72 h, a sample of the solution was analyzed by gas chromatography at 70° C. on a Cyclodex B stationary phase. The product 3-acetoxy-2-m...